This data is from the Open Reaction Database (ORD), a public repository of structured organic reaction records. The task is: describe an organic reaction: reactants, conditions, products, and yield Reactants: C=1(C(=CC=CC1)C(=O)Cl)C (o-toluic acid chloride), C=CC1=CC=CC=C1 (styrene), C(CCC)N(CCCC)CCCC (tri-n-butylamine). The reagents and catalysts are C(C)(=O)[O-].[Pd+2].C(C)(=O)[O-] (palladium acetate). Run in C1(CCCCC1)=O (cyclohexanone). The product is CC1=C(C=CC=C1)C=CC1=CC=CC=C1 (2-methylstilbene). Yield: 55.6%. Reaction SMILES: [C:1]1([CH3:10])[C:2]([C:7](Cl)=O)=[CH:3][CH:4]=[CH:5][CH:6]=1.C=[CH:12][C:13]1[CH:18]=[CH:17][CH:16]=[CH:15][CH:14]=1.C(N(CCCC)CCCC)CCC>C1(=O)CCCCC1.C([O-])(=O)C.[Pd+2].C([O-])(=O)C>[CH3:10][C:1]1[CH:6]=[CH:5][CH:4]=[CH:3][C:2]=1[CH:7]=[CH:12][C:13]1[CH:18]=[CH:17][CH:16]=[CH:15][CH:14]=1 |f:4.5.6|. Procedure details: The procedure described in Example 1 is followed, except that 15.5 g (0.1 mol) of o-toluic acid chloride, 13 g (0.125 mol) of styrene, 23.2 g (0.125 mol) of tri-n-butylamine and 0.225 g (0.001 mol) of palladium acetate are used. After a reaction time of 4 hours at 120° C., in 100 ml of cyclohexanone as the solvent, 10.8 g (0.0556 mol) of 2-methylstilbene, corresponding to a yield of 55.6% of theory, are obtained; melting point 92°-93° C. Starting materials: NC1=NC(=C(N=C1C=O)Cl)Cl (2-amino-5,6-dichloro-3-formylpyrazine), C(C)(C)O (isopropyl alcohol), C(CC)N (n-propylamine), O (water). Run at time 20.5 hour. The product is ClC=1N=C(C(=NC1Cl)N)C=NC(C)C (5,6-Dichloro-3-[((1-methylethyl)imino)methyl]pyrazineamine). As a reaction SMILES: [NH2:1][C:2]1[C:7]([CH:8]=O)=[N:6][C:5]([Cl:10])=[C:4]([Cl:11])[N:3]=1.[CH2:12]([NH2:15])[CH2:13]C.O.[CH:17](O)(C)C>>[Cl:10][C:5]1[N:6]=[C:7]([CH:8]=[N:15][CH:12]([CH3:13])[CH3:17])[C:2]([NH2:1])=[N:3][C:4]=1[Cl:11]. Procedure: In 1.2 ml of isopropyl alcohol there was dissolved 2-amino-5,6-dichloro-3-formylpyrazine (0.095 g; 0.0005M) prepared in Step B, after which n-propylamine (32 mg; 0.042 ml; 0.00055M) was added, and the reaction mixture was stirred at room temperature for 20.5 hours. When water was added to the reaction mixture, product precipitated, was filtered, and dried (23 mg). Additional product precipitated, was filtered, and dried (46 mg). The product was recrystallized from ethyl acetate/hexane. Elemental... Reactants: ClCCl, O=CCCc1cc(-c2cccc(Oc3ccccc3)c2)no1, c1ccc(N2CCNCC2)cc1. Yields the product c1ccc(Oc2cccc(-c3cc(CCCN4CCN(c5ccccc5)CC4)on3)c2)cc1. RXN SMILES: [CH2:35]([Cl:36])[Cl:37].[O:1]([c:2]1[cH:3][cH:4][cH:5][cH:6][cH:7]1)[c:8]1[cH:9][c:10](-[c:14]2[n:15][o:16][c:17]([CH2:19][CH2:20][CH:21]=[O:22])[cH:18]2)[cH:11][cH:12][cH:13]1.[c:23]1([N:29]2[CH2:30][CH2:31][NH:32][CH2:33][CH2:34]2)[cH:24][cH:25][cH:26][cH:27][cH:28]1>>[O:1]([c:2]1[cH:3][cH:4][cH:5][cH:6][cH:7]1)[c:8]1[cH:9][c:10](-[c:14]2[n:15][o:16][c:17]([CH2:19][CH2:20][CH2:21][N:32]3[CH2:31][CH2:30][N:29]([c:23]4[cH:24][cH:25][cH:26][cH:27][cH:28]4)[CH2:34][CH2:33]3)[cH:18]2)[cH:11][cH:12][cH:13]1. Starting materials: Cl (hydrochloric acid), Cl[O-].[Na+] (sodium hypochlorite), C1(=CC=CC=C1)CC=NO (Phenylacetaldehyde oxime). Solvent: C(C)#N (acetonitrile). Reaction conditions: temperature -5 celsius, time 30 minute. The product is C1(=CC=CC=C1)CC(=NO)Cl (Phenylacetohydroximoyl chloride). The yield is 79.3%. Reaction SMILES: [C:1]1([CH2:7][CH:8]=[N:9][OH:10])[CH:6]=[CH:5][CH:4]=[CH:3][CH:2]=1.[ClH:11].Cl[O-].[Na+]>C(#N)C>[C:1]1([CH2:7][C:8]([Cl:11])=[N:9][OH:10])[CH:6]=[CH:5][CH:4]=[CH:3][CH:2]=1 |f:2.3|. Reported procedure: Phenylacetaldehyde oxime (40.5 g, 300 mmol) was dissolved in acetonitrile (100 ml). To the solution, a 6.7% aqueous hydrochloric acid (145 g) and then an 8.5% so aqueous sodium hypochlorite (262 g, 299 mmol) were added dropwise at -10° C. over 2.3 hours. The mixture was stirred at -5° C. for 30 minutes and then combined with toluene (200 ml) for extraction. The separated organic layer was washed twice with water (200 ml). Reversed phase HPLC revealed that the extract contained 40.3 g (238 mmol, ...